From a dataset of the Open Reaction Database (ORD), a public repository of structured organic reaction records. describe an organic reaction: reactants, conditions, products, and yield The reactants are FC1=NC=CC=C1C1CC(NC1)=O (4-(2-fluoropyridin-3-yl)pyrrolidin-2-one), IC (iodomethane), [H-].[Na+] (sodium hydride). The solvent is CN(C)C=O (DMF), CCOC(=O)C (EtOAc). Reaction conditions: temperature 0 celsius, time 30 minute. Yields the product FC1=NC=CC=C1C1CC(N(C1)C)=O (4-(2-fluoropyridin-3-yl)-1-methylpyrrolidin-2-one). The yield is 82.9%. RXN SMILES: [F:1][C:2]1[C:7]([CH:8]2[CH2:12][NH:11][C:10](=[O:13])[CH2:9]2)=[CH:6][CH:5]=[CH:4][N:3]=1.I[CH3:15].[H-].[Na+]>CN(C=O)C.CCOC(C)=O>[F:1][C:2]1[C:7]([CH:8]2[CH2:12][N:11]([CH3:15])[C:10](=[O:13])[CH2:9]2)=[CH:6][CH:5]=[CH:4][N:3]=1 |f:2.3|. Procedure: To a solution of 4-(2-fluoropyridin-3-yl)pyrrolidin-2-one (0.254 g, 1.41 mmol) in DMF (5 mL) at 0° C. was added iodomethane (0.090 mL, 1.4 mmol) and sodium hydride (60% weight dispersion in mineral oil, 0.056 g, 1.4 mmol). The reaction mixture was stirred at 0° C. for 30 min, warmed to room temperature, and stirred for 30 min. The reaction mixture was diluted with EtOAc, quenched with water, and diluted with brine and water. The aqueous phase was extracted with EtOAc (6×) and the combined organi... The reactants are CC(C)C12CCC(=O)C1C2 (sabina ketone), ketone, C(C)(C)C1=CC(CC1)=O (3-isopropyl-2-cyclopenten-1-one). The product is CC(C)C12CCC(C1C2)(C)O (sabinene hydrate). Yield: 57.0%. RXN SMILES: [CH3:1][CH:2]([C:4]12[CH2:10][CH:9]1[C:7](=[O:8])[CH2:6][CH2:5]2)[CH3:3].[CH:11](C1CCC(=O)C=1)(C)C>>[CH3:1][CH:2]([C:4]12[CH2:10][CH:9]1[C:7]([OH:8])([CH3:11])[CH2:6][CH2:5]2)[CH3:3]. Reported procedure: In the process, however, a relatively greater number of steps have to be pursued up to the course of synthesis of sabina ketone (6). In addition, since sabine ketone is obtainable from the starting material 3-isopropyl-2-cyclopenten-1-one only in about 57% yield, the total yield of sabinene hydrate results in lower value. Moreover, according to the process, operations and works are complicated and laborious, as it requires isolation procedures for each intermediate. Further, it is necessary to u... Reactants: COC1C(O)C(CO)OC1n1cnc2c(N)nc(C)nc21, CI, CN(C)C=O. Yields the product CNc1nc(C)nc2c1ncn2C1OC(CO)C(O)C1OC. RXN SMILES: [CH3:1][c:2]1[n:3][c:4]([NH2:21])[c:5]2[n:6][cH:7][n:8]([CH:9]3[CH:10]([O:11][CH3:12])[CH:13]([OH:14])[CH:15]([CH2:16][OH:17])[O:18]3)[c:19]2[n:20]1.[CH3:22][I:23].[CH3:24][N:25]([CH3:26])[CH:27]=[O:28]>>[CH3:1][c:2]1[n:3][c:4]([NH:21][CH3:22])[c:5]2[n:6][cH:7][n:8]([CH:9]3[CH:10]([O:11][CH3:12])[CH:13]([OH:14])[CH:15]([CH2:16][OH:17])[O:18]3)[c:19]2[n:20]1. The reactants are [Br-], [Br-], CCO, O=c1cc(-c2cccnc2)c2ccc(O)cc2o1, c1ccc(P(c2ccccc2)c2ccccc2)cc1. Yields the product O=c1cc(-c2cccnc2)c2ccc(Br)cc2o1. RXN SMILES: [Br-:19].[Br-:20].[CH3:40][CH2:41][OH:42].[OH:1][c:2]1[cH:3][cH:4][c:5]2[c:6](-[c:13]3[cH:14][n:15][cH:16][cH:17][cH:18]3)[cH:7][c:8](=[O:12])[o:9][c:10]2[cH:11]1.[c:21]1([P:22]([c:23]2[cH:24][cH:25][cH:26][cH:27][cH:28]2)[c:29]2[cH:30][cH:31][cH:32][cH:33][cH:34]2)[cH:35][cH:36][cH:37][cH:38][cH:39]1>>[c:2]1([Br:19])[cH:3][cH:4][c:5]2[c:6](-[c:13]3[cH:14][n:15][cH:16][cH:17][cH:18]3)[cH:7][c:8](=[O:12])[o:9][c:10]2[cH:11]1. The reactants are ClC1=NC=CC=C1Cl (2,3-Dichloropyridine), C(=O)(O)C1=CC=C(C=C1)B(O)O (4-carboxyphenylboronic acid), C(=O)([O-])[O-].[Na+].[Na+] (Na2CO3). Reagents/catalysts: C=1C=CC(=CC1)[P](C=2C=CC=CC2)(C=3C=CC=CC3)[Pd]([P](C=4C=CC=CC4)(C=5C=CC=CC5)C=6C=CC=CC6)([P](C=7C=CC=CC7)(C=8C=CC=CC8)C=9C=CC=CC9)[P](C=1C=CC=CC1)(C=1C=CC=CC1)C=1C=CC=CC1 (Pd(PPh3)4). The solvent is CC#N (MeCN). Product: ClC=1C(=NC=CC1)C1=CC=C(C(=O)O)C=C1 (4-(3-chloro-2-pyridinyl)benzoic Acid). RXN SMILES: Cl[C:2]1[C:7]([Cl:8])=[CH:6][CH:5]=[CH:4][N:3]=1.[C:9]([C:12]1[CH:17]=[CH:16][C:15](B(O)O)=[CH:14][CH:13]=1)([OH:11])=[O:10].C([O-])([O-])=O.[Na+].[Na+]>C1C=CC([P]([Pd]([P](C2C=CC=CC=2)(C2C=CC=CC=2)C2C=CC=CC=2)([P](C2C=CC=CC=2)(C2C=CC=CC=2)C2C=CC=CC=2)[P](C2C=CC=CC=2)(C2C=CC=CC=2)C2C=CC=CC=2)(C2C=CC=CC=2)C2C=CC=CC=2)=CC=1.CC#N>[Cl:8][C:7]1[C:2]([C:15]2[CH:16]=[CH:17][C:12]([C:9]([OH:11])=[O:10])=[CH:13][CH:14]=2)=[N:3][CH:4]=[CH:5][CH:6]=1 |f:2.3.4,^1:30,32,51,70|. Procedure: 2,3-Dichloropyridine (2.66 g, 18.0 mmol), 4-carboxyphenylboronic acid (2.70 g, 16.3 mmol), and Pd(PPh3)4 (0.965 g, 0.835 mmol) were combined in a degassed solution of 1:1 0.5M aq Na2CO3:MeCN (120 mL), heated to 85° C. for 5 hours, filtered, and the filtrate concentrated under reduced pressure to remove most of the MeCN. The concentrate was extracted with CH2Cl2 (10 mL) and acidified with 1N HCl. The acidified solution was filtered and the filter cake dried under reduced pressure to provide the t... Procedure details: DIPEA (2.348 mL, 13.48 mmol) was added to 6-chloro-3-(trifluoromethyl)-[1,2,4]triazolo[4,3-b]pyridazine (2 g, 8.99 mmol) and ethyl 4-(piperazin-1-yl)benzoate (2.316 g, 9.89 mmol, CAS 80518-57-6) in DMF (20 mL). The resulting solution was stirred at 80° C. for 2 hours. The reaction mixture was cooled to room temperature, then evaporated to dryness and redissolved in DCM (150 mL) and washed with water (100 mL). The organic layer was dried over MgSO4, filtered and evaporated to afford crude product... Reaction SMILES: CCN(C(C)C)C(C)C.Cl[C:11]1[CH:12]=[CH:13][C:14]2[N:15]([C:17]([C:20]([F:23])([F:22])[F:21])=[N:18][N:19]=2)[N:16]=1.[N:24]1([C:30]2[CH:40]=[CH:39][C:33]([C:34]([O:36][CH2:37][CH3:38])=[O:35])=[CH:32][CH:31]=2)[CH2:29][CH2:28][NH:27][CH2:26][CH2:25]1>CN(C=O)C>[F:21][C:20]([F:23])([F:22])[C:17]1[N:15]2[N:16]=[C:11]([N:27]3[CH2:26][CH2:25][N:24]([C:30]4[CH:31]=[CH:32][C:33]([C:34]([O:36][CH2:37][CH3:38])=[O:35])=[CH:39][CH:40]=4)[CH2:29][CH2:28]3)[CH:12]=[CH:13][C:14]2=[N:19][N:18]=1. Product: FC(C1=NN=C2N1N=C(C=C2)N2CCN(CC2)C2=CC=C(C(=O)OCC)C=C2)(F)F (ethyl 4-[4-[3-(trifluoromethyl)[1,2,4]triazolo[4,3-b]pyridazin-6-yl]piperazin-1-yl]benzoate). Reaction conditions: temperature 80 celsius, time 2 hour. Reactants: CCN(C(C)C)C(C)C (DIPEA), ClC=1C=CC=2N(N1)C(=NN2)C(F)(F)F (6-chloro-3-(trifluoromethyl)-[1,2,4]triazolo[4,3-b]pyridazine), N1(CCNCC1)C1=CC=C(C(=O)OCC)C=C1 (ethyl 4-(piperazin-1-yl)benzoate). Yield: 90.0%. The solvent is CN(C)C=O (DMF).